From a dataset of the Open Reaction Database (ORD), a public repository of structured organic reaction records. describe an organic reaction: reactants, conditions, products, and yield The reactants are O=C1CCC(=O)N1Br, ClCCl, O=[N+]([O-])c1ccc(F)c(-c2ccnn2C2CCCCO2)c1F. Product: O=[N+]([O-])c1ccc(F)c(-c2c(Br)cnn2C2CCCCO2)c1F. Reaction SMILES: [Br:23][N:24]1[C:25](=[O:26])[CH2:27][CH2:28][C:29]1=[O:30].[Cl:31][CH2:32][Cl:33].[F:1][c:2]1[c:3](-[c:12]2[cH:13][cH:14][n:15][n:16]2[CH:17]2[O:18][CH2:19][CH2:20][CH2:21][CH2:22]2)[c:4]([F:11])[cH:5][cH:6][c:7]1[N+:8](=[O:9])[O-:10]>>[F:1][c:2]1[c:3](-[c:12]2[c:13]([Br:23])[cH:14][n:15][n:16]2[CH:17]2[O:18][CH2:19][CH2:20][CH2:21][CH2:22]2)[c:4]([F:11])[cH:5][cH:6][c:7]1[N+:8](=[O:9])[O-:10]. Reactants: NC1=NC=2C=C(C=CC2C2=C1N=C(N2CC(C)(C)O)COCC)/C=C/C(=O)OC (Methyl(2E)-3-[4-amino-2-(ethoxymethyl)-1-(2-hydroxy-2-methylpropyl)-1H-imidazo[4,5-c]quinolin-7-yl]prop-2-enoate). Reagents/catalysts: [Pd] (palladium on carbon). Run in CO (methanol). Reaction conditions: time 18 hour. Product: NC1=NC=2C=C(C=CC2C2=C1N=C(N2CC(C)(C)O)COCC)CCC(=O)OC (methyl 3-[4-amino-2-(ethoxymethyl)-1-(2-hydroxy-2-methylpropyl)-1H-imidazo[4,5-c]quinolin-7-yl]propanoate). As a reaction SMILES: [NH2:1][C:2]1[C:11]2[N:12]=[C:13]([CH2:20][O:21][CH2:22][CH3:23])[N:14]([CH2:15][C:16]([OH:19])([CH3:18])[CH3:17])[C:10]=2[C:9]2[CH:8]=[CH:7][C:6](/[CH:24]=[CH:25]/[C:26]([O:28][CH3:29])=[O:27])=[CH:5][C:4]=2[N:3]=1>[Pd].CO>[NH2:1][C:2]1[C:11]2[N:12]=[C:13]([CH2:20][O:21][CH2:22][CH3:23])[N:14]([CH2:15][C:16]([OH:19])([CH3:18])[CH3:17])[C:10]=2[C:9]2[CH:8]=[CH:7][C:6]([CH2:24][CH2:25][C:26]([O:28][CH3:29])=[O:27])=[CH:5][C:4]=2[N:3]=1. Procedure: A glass Parr vessel was charged with 10% palladium on carbon catalyst (0.35 g, 0.1 eq. weight/weight (w/w)), methanol (50 mL) ethanol (50 ml) and Methyl(2E)-3-[4-amino-2-(ethoxymethyl)-1-(2-hydroxy-2-methylpropyl)-1H-imidazo[4,5-c]quinolin-7-yl]prop-2-enoate (3.5 g, 8.8 mmol). The vessel was evacuated and charged with hydrogen gas (45 psi, 3.1×105 Pa). The reaction was shaken at ambient temperature overnight (approximately 18 hours). The reaction mixture was filtered to remove the catalyst and c... Reactants: C(#N)C=1C=C(C(=O)C2=C(C(NC(N2CC2(CC2)CC(=O)NCC2=CC=C(C=C2)OC)=O)=O)C(C)C)C=C(C1)C (2-{1-[6-(3-cyano-5-methyl-benzoyl)-5-isopropyl-2,4-dioxo-3,4-dihydro-2H-pyrimidin-1-ylmethyl]-cyclopropyl}-N-(4-methoxy-benzyl)-acetamide), ceric ammonium nitrate, O (water). The solvent is C(C)#N (acetonitrile), C(C)(=O)O (acetic acid), C(C)(=O)OCC (ethyl acetate). Conditions: time 20 minute. Yields the product C(#N)C=1C=C(C(=O)C2=C(C(NC(N2CC2(CC2)CC(=O)N)=O)=O)C(C)C)C=C(C1)C (2-{1-[6-(3-cyano-5-methyl-benzoyl)-5-isopropyl-2,4-dioxo-3,4-dihydro-2H-pyrimidin-1-ylmethyl]-cyclopropyl}-acetamide). Yield: 80.2%. As a reaction SMILES: [C:1]([C:3]1[CH:4]=[C:5]([CH:36]=[C:37]([CH3:39])[CH:38]=1)[C:6]([C:8]1[N:13]([CH2:14][C:15]2([CH2:18][C:19]([NH:21]CC3C=CC(OC)=CC=3)=[O:20])[CH2:17][CH2:16]2)[C:12](=[O:31])[NH:11][C:10](=[O:32])[C:9]=1[CH:33]([CH3:35])[CH3:34])=[O:7])#[N:2].O>C(#N)C.C(O)(=O)C.C(OCC)(=O)C>[C:1]([C:3]1[CH:4]=[C:5]([CH:36]=[C:37]([CH3:39])[CH:38]=1)[C:6]([C:8]1[N:13]([CH2:14][C:15]2([CH2:18][C:19]([NH2:21])=[O:20])[CH2:16][CH2:17]2)[C:12](=[O:31])[NH:11][C:10](=[O:32])[C:9]=1[CH:33]([CH3:35])[CH3:34])=[O:7])#[N:2]. Procedure details: To a stirred solution of 2-{1-[6-(3-cyano-5-methyl-benzoyl)-5-isopropyl-2,4-dioxo-3,4-dihydro-2H-pyrimidin-1-ylmethyl]-cyclopropyl}-N-(4-methoxy-benzyl)-acetamide (97 mg, 0.18 mmol) in acetonitrile (4 mL) and glacial acetic acid (1 mL) at room temperature, were added ceric ammonium nitrate (201 mg, 0.36 mmol) and water (2 mL) in this order. After stirring for 20 min., the mixture was diluted with ethyl acetate, washed with water twice, dried with MgSO4, filtered, and evaporated in vacuo. The res... Starting materials: O(C1=CC=CC=C1)C1=CC=C(C=C1)SC1CN2CCC1CC2 (3-[(4-phenoxyphenyl)thio]quinuclidine), Cl (HCl). The solvent is C(C)(=O)OCC (ethyl acetate), O1CCOCC1 (1,4-dioxane). The product is Cl.O(C1=CC=CC=C1)C1=CC=C(C=C1)SC1CN2CCC1CC2 (3-[(4-phenoxyphenyl)thio]quinuclidine hydrochloride). RXN SMILES: [O:1]([C:8]1[CH:13]=[CH:12][C:11]([S:14][CH:15]2[CH:20]3[CH2:21][CH2:22][N:17]([CH2:18][CH2:19]3)[CH2:16]2)=[CH:10][CH:9]=1)[C:2]1[CH:7]=[CH:6][CH:5]=[CH:4][CH:3]=1.[ClH:23]>C(OCC)(=O)C.O1CCOCC1>[ClH:23].[O:1]([C:8]1[CH:9]=[CH:10][C:11]([S:14][CH:15]2[CH:20]3[CH2:21][CH2:22][N:17]([CH2:18][CH2:19]3)[CH2:16]2)=[CH:12][CH:13]=1)[C:2]1[CH:3]=[CH:4][CH:5]=[CH:6][CH:7]=1 |f:4.5|. Procedure: The product of Example 36B (220 mg, 0.71 mmol) in ethyl acetate (5 mL) was treated with 4M HCl in 1,4-dioxane (0.5 mL). The title compound was obtained as a solid (180 mg, yield, 73%). 1H NMR (MeOH-d4, 300 MHz) δ 1.84–2.02 (m, 2H), 2.05–2.20 (m, 2H), 2.37–2.52 (m, 1H), 3.14 (ddd, J=17.6, 10.5 2.4 Hz, 1H), 3.24–3.45 (m, 4H), 3.70–3.79 (m, 2H), 6.92 (dt, J=8.9, 3.0 Hz, 2H), 6.97–7.08(m, 2H), 7.13–7.19 (m, 1H), 7.30–7.42 (m, 2H), 7.50 (dt, J=9.0, 3.0 Hz, 2H) ppm. MS (DCl/NH3) m/z 312 (M+H)+. Anal. ... Reactants: O=C(CBr)Nc1ccon1, CC#N, O=C(OC1CN2CCC1CC2)C1(c2ccccc2)CCCCCC1. The product is [Br-], O=C(C[N+]12CCC(CC1)C(OC(=O)C1(c3ccccc3)CCCCCC1)C2)Nc1ccon1. Reaction SMILES: [Br:25][CH2:26][C:27](=[O:28])[NH:29][c:30]1[n:31][o:32][cH:33][cH:34]1.[CH3:35][C:36]#[N:37].[c:1]1([C:7]2([C:14](=[O:15])[O:16][CH:17]3[CH2:18][N:19]4[CH2:20][CH2:21][CH:22]3[CH2:23][CH2:24]4)[CH2:8][CH2:9][CH2:10][CH2:11][CH2:12][CH2:13]2)[cH:2][cH:3][cH:4][cH:5][cH:6]1>>[Br-:25].[c:1]1([C:7]2([C:14](=[O:15])[O:16][CH:17]3[CH2:18][N+:19]4([CH2:26][C:27](=[O:28])[NH:29][c:30]5[n:31][o:32][cH:33][cH:34]5)[CH2:20][CH2:21][CH:22]3[CH2:23][CH2:24]4)[CH2:8][CH2:9][CH2:10][CH2:11][CH2:12][CH2:13]2)[cH:2][cH:3][cH:4][cH:5][cH:6]1. The reactants are crude product, C(C)C1(OC(=CC1=O)C1=CC=C(C=C1)SC)C (2-ethyl-2-methyl-5-{4-(methylthio)phenyl}-3(2H)-furanone), C1CCOC1 (THF), O (water), OOS(=O)[O-].[K+] (OXONE). Solvent: C(C)O (ethanol). Reaction conditions: time 8 hour. Yields the product C(C)C1(OC(=CC1=O)C1=CC=C(C=C1)S(=O)(=O)C)C (2-ethyl-2-methyl-5-{4-(methylsufonyl)phenyl}-3(2H)-furanone). As a reaction SMILES: [CH2:1]([C:3]1([CH3:17])[C:7](=[O:8])[CH:6]=[C:5]([C:9]2[CH:14]=[CH:13][C:12](SC)=[CH:11][CH:10]=2)[O:4]1)[CH3:2].[CH2:18]1COCC1.O.O[O:25][S:26]([O-:28])=O.[K+]>C(O)C>[CH2:1]([C:3]1([CH3:17])[C:7](=[O:8])[CH:6]=[C:5]([C:9]2[CH:14]=[CH:13][C:12]([S:26]([CH3:18])(=[O:28])=[O:25])=[CH:11][CH:10]=2)[O:4]1)[CH3:2] |f:3.4|. Procedure details: The crude product 2-ethyl-2-methyl-5-{4-(methylthio)phenyl}-3(2H)-furanone from the previous Step 3 was dissolved in 50 ml ethanol, 50 ml THF and 50 ml water, and 10 g of OXONE was added thereto. The reaction mixture was stirred overnight at room temperature. Then the insoluble materials were removed by filtration and the filtrate was concentrated in vacuo. The resulting aqueous layer was extracted with dichloromethane (100 ml×1 and 50 ml×2). The organic layer was concentrated under reduced pres...